Dataset: the Open Reaction Database (ORD), a public repository of structured organic reaction records. Task: describe an organic reaction: reactants, conditions, products, and yield Reaction conditions: time 3 hour. Reactants: [N+](=O)([O-])C1=C2CC(NC2=CC=C1)=O (4-nitrooxindole). Isolated yield 75.5%. The reagents and catalysts are [Pd] (palladium-on-carbon). Yields the product NC1=C2CC(NC2=CC=C1)=O (4-aminooxindole). Run in CO (methanol). Procedure details: A catalytic amount of 10% palladium-on-carbon is added to a solution of 4-nitrooxindole (0.889 g, 4.99 mmol) in methanol (100 mL). The suspension is degassed three times and placed under an atmosphere of hydrogen for 3 hours. The suspension is filtered through a pad of Celite and the Celite is washed several times with methanol. The methanol from the filtrate is removed by rotary evaporation. The resulting residue is purified via silica gel column chromatography using 3% methanol/methylene chlor... As a reaction SMILES: [N+:1]([C:4]1[CH:12]=[CH:11][CH:10]=[C:9]2[C:5]=1[CH2:6][C:7](=[O:13])[NH:8]2)([O-])=O>CO.[Pd]>[NH2:1][C:4]1[CH:12]=[CH:11][CH:10]=[C:9]2[C:5]=1[CH2:6][C:7](=[O:13])[NH:8]2. Starting materials: COc1cccc(Oc2c(NS(=O)(=O)c3ccc(C(C)(C)C)cc3)nc(C(=O)O)nc2OCCO)c1, CC#N, [Cl-], Nc1ccccc1, O=C1OCCN1P(=O)(O)N1CCOC1=O. Product: COc1cccc(Oc2c(NS(=O)(=O)c3ccc(C(C)(C)C)cc3)nc(C(=O)Nc3ccccc3)nc2OCCO)c1. Reaction SMILES: [C:24]([CH3:25])([CH3:26])([CH3:27])[c:28]1[cH:29][cH:30][c:31]([S:34](=[O:35])(=[O:36])[NH:37][c:38]2[c:39]([O:51][c:52]3[cH:53][c:54]([O:58][CH3:59])[cH:55][cH:56][cH:57]3)[c:40]([O:47][CH2:48][CH2:49][OH:50])[n:41][c:42]([C:44](=[O:45])[OH:46])[n:43]2)[cH:32][cH:33]1.[CH3:60][C:61]#[N:62].[Cl-:1].[NH2:17][c:18]1[cH:19][cH:20][cH:21][cH:22][cH:23]1.[O:2]=[C:3]1[N:4]([P:5]([N:6]2[CH2:7][CH2:8][O:9][C:10]2=[O:11])(=[O:12])[OH:13])[CH2:14][CH2:15][O:16]1>>[NH:17]([c:18]1[cH:19][cH:20][cH:21][cH:22][cH:23]1)[C:44]([c:42]1[n:41][c:40]([O:47][CH2:48][CH2:49][OH:50])[c:39]([O:51][c:52]2[cH:53][c:54]([O:58][CH3:59])[cH:55][cH:56][cH:57]2)[c:38]([NH:37][S:34]([c:31]2[cH:30][cH:29][c:28]([C:24]([CH3:25])([CH3:26])[CH3:27])[cH:33][cH:32]2)(=[O:35])=[O:36])[n:43]1)=[O:45].